From a dataset of the Open Reaction Database (ORD), a public repository of structured organic reaction records. describe an organic reaction: reactants, conditions, products, and yield The reactants are Cc1noc(-c2ccc(Br)cc2)c1CCSCc1ccccc1, CCOC(=O)C1(c2ccc(B3OC(C)(C)C(C)(C)O3)cc2)CC1. RXN SMILES: [CH2:1]([c:2]1[cH:3][cH:4][cH:5][cH:6][cH:7]1)[S:8][CH2:9][CH2:10][c:11]1[c:12]([CH3:23])[n:13][o:14][c:15]1-[c:16]1[cH:17][cH:18][c:19]([Br:22])[cH:20][cH:21]1.[CH2:24]([CH3:25])[O:26][C:27](=[O:28])[C:29]1([c:32]2[cH:33][cH:34][c:35]([B:38]3[O:39][C:40]([CH3:41])([CH3:42])[C:43]([CH3:44])([CH3:45])[O:46]3)[cH:36][cH:37]2)[CH2:30][CH2:31]1>>[CH2:1]([c:2]1[cH:3][cH:4][cH:5][cH:6][cH:7]1)[S:8][CH2:9][CH2:10][c:11]1[c:12]([CH3:23])[n:13][o:14][c:15]1-[c:16]1[cH:17][cH:18][c:19](-[c:35]2[cH:34][cH:33][c:32]([C:29]3([C:27]([O:26][CH2:24][CH3:25])=[O:28])[CH2:30][CH2:31]3)[cH:37][cH:36]2)[cH:20][cH:21]1. Product: CCOC(=O)C1(c2ccc(-c3ccc(-c4onc(C)c4CCSCc4ccccc4)cc3)cc2)CC1. The reactants are COC(=O)C=1C=C(C=C(C1)[N+](=O)[O-])C1=CC=CC=C1 (5-Nitro-biphenyl-3-carboxylic acid methyl ester). Reagents/catalysts: [Pd] (Pd/C). Run in CCOC(=O)C (EtOAc). Product: COC(=O)C=1C=C(C=C(C1)N)C1=CC=CC=C1 (5-Amino-biphenyl-3-carboxylic acid methyl ester). Reaction SMILES: [CH3:1][O:2][C:3]([C:5]1[CH:6]=[C:7]([C:14]2[CH:19]=[CH:18][CH:17]=[CH:16][CH:15]=2)[CH:8]=[C:9]([N+:11]([O-])=O)[CH:10]=1)=[O:4]>CCOC(C)=O.[Pd]>[CH3:1][O:2][C:3]([C:5]1[CH:6]=[C:7]([C:14]2[CH:19]=[CH:18][CH:17]=[CH:16][CH:15]=2)[CH:8]=[C:9]([NH2:11])[CH:10]=1)=[O:4]. Reported procedure: 5-Nitro-biphenyl-3-carboxylic acid methyl ester (1.85 g, 7.19 mmol) and 10% Pd/C (0.185 g) in EtOAc (20 mL) were hydrogenated under balloon for 2 h. The catalyst was filtered and the filtrate was concentrated to dryness. The crude 5-amino-biphenyl-3-carboxylic acid methyl ester was a yellow solid and was taken to the next step.